Dataset: the Open Reaction Database (ORD), a public repository of structured organic reaction records. Task: describe an organic reaction: reactants, conditions, products, and yield Starting materials: C1COCCO1, O=N[O-], N#Cc1ccccc1-c1cccc(N)c1, [Na+], O, O=S(=O)(O)O. Product: N#Cc1ccccc1-c1cccc(O)c1. RXN SMILES: [CH2:25]1[O:26][CH2:27][CH2:28][O:29][CH2:30]1.[N:21]([O-:22])=[O:23].[NH2:1][c:2]1[cH:3][c:4](-[c:8]2[c:9]([C:14]#[N:15])[cH:10][cH:11][cH:12][cH:13]2)[cH:5][cH:6][cH:7]1.[Na+:24].[OH2:31].[S:16]([OH:17])(=[O:18])(=[O:19])[OH:20]>>[c:2]1([OH:17])[cH:3][c:4](-[c:8]2[c:9]([C:14]#[N:15])[cH:10][cH:11][cH:12][cH:13]2)[cH:5][cH:6][cH:7]1. The reactants are N1C(=O)NC(=O)C1 (hydantoin), C(N)(=O)N[C@H]([C@@H](C)CC)C(=O)O (N-carbamoyl-D-allo-isoleucine), C(N)(=O)N[C@H]([C@@H](C)CC)C(=O)O (N-carbamoyl-D-allo-isoleucine), N1C(=O)NC(=O)C1 (hydantoin), N1C(=O)NC(=O)C1.N[C@@H]([C@@H](C)CC)C(=O)O (L-isoleucine hydantoin). Product: N[C@H]([C@@H](C)CC)C(=O)O (D-allo-isoleucine). RXN SMILES: N1CC(=O)NC1=O.N1CC(=O)NC1=O.[NH2:15][C@H:16]([C:21]([OH:23])=[O:22])[C@H:17]([CH2:19][CH3:20])[CH3:18].C(N[C@@H](C(O)=O)[C@H](CC)C)(=O)N>>[NH2:15][C@@H:16]([C:21]([OH:23])=[O:22])[C@H:17]([CH2:19][CH3:20])[CH3:18] |f:1.2|. Procedure: Preferably in the claimed method the contacting of the hydantoin with a D-hydantoinase is carried out under conditions permitting the simultaneous epimerization of the chiral center at C-5 of the hydantoin. As discussed further below, the simultaneous epimerization permits the reaction to be carried out to substantial completion so that L-isoleucine hydantoin is converted to N-carbamoyl-D-allo-isoleucine. The N-carbamoyl-D-allo-isoleucine is then decarbamoylated to produce D-allo-isoleucine.